From a dataset of the Open Reaction Database (ORD), a public repository of structured organic reaction records. describe an organic reaction: reactants, conditions, products, and yield Reactants: CCOC(C)=O, CS(C)=O, CCCOc1ccc(C=Nc2ccc(C=C3C(=O)C(C(C)C)CCC3C)cc2)cc1, [K+], Nc1ccc(C=O)cc1, [OH-], O. Yields the product CC1CCC(C(C)C)C(=O)C1=Cc1ccc(N)cc1. Reaction SMILES: [CH3:42][CH2:43][O:44][C:45](=[O:46])[CH3:47].[CH3:48][S:49]([CH3:50])=[O:51].[CH:1]([CH3:2])([CH3:3])[CH:4]1[CH2:5][CH2:6][CH:7]([CH3:30])[C:8](=[CH:11][c:12]2[cH:13][cH:14][c:15]([N:18]=[CH:19][c:20]3[cH:21][cH:22][c:23]([O:24][CH2:25][CH2:26][CH3:27])[cH:28][cH:29]3)[cH:16][cH:17]2)[C:9]1=[O:10].[K+:41].[NH2:31][c:32]1[cH:33][cH:34][c:35]([CH:36]=[O:37])[cH:38][cH:39]1.[OH-:40].[OH2:52]>>[CH:1]([CH3:2])([CH3:3])[CH:4]1[CH2:5][CH2:6][CH:7]([CH3:30])[C:8](=[CH:11][c:12]2[cH:13][cH:14][c:15]([NH2:18])[cH:16][cH:17]2)[C:9]1=[O:10].